This data is from the Open Reaction Database (ORD), a public repository of structured organic reaction records. The task is: describe an organic reaction: reactants, conditions, products, and yield Reactants: CC1=C(C=CC=C1)[N+](=O)[O-].CN(S(=O)=O)C (4-methyl-3-nitro-benzene N,N-dimethylsulfonamide). The reagents and catalysts are [Ni] (Raney nickel). Solvent: C(C)O (ethanol). Yields the product NC=1C=CC=CC1C.CN(S(=O)=O)C (3-amino-4-methyl-benzene N,N-dimethylsulfonamide). Reaction SMILES: [CH3:1][C:2]1[CH:7]=[CH:6][CH:5]=[CH:4][C:3]=1[N+:8]([O-])=O.[CH3:11][N:12]([CH3:16])[SH:13](=[O:15])=[O:14]>C(O)C.[Ni]>[NH2:8][C:3]1[CH:4]=[CH:5][CH:6]=[CH:7][C:2]=1[CH3:1].[CH3:11][N:12]([CH3:16])[SH:13](=[O:15])=[O:14] |f:0.1,4.5|. Reported procedure: The compound 4-methyl-3-nitro-benzene-N,N-dimethylsulfonamide is dissolved in ethanol. A catalyst like Raney nickel is added and the mixture hydrogenated in a shaker. The catalyst is removed by filtration. The solvent is removed in vacuo to give a product which may be purified if necessary by chromatography or crystallization from an appropriate solvent like chloroform or heptane-ethyl acetate. Reactants: CC(C)(C)OC(=O)N1CCc2ccc(C(C)(C)C)cc21, ClCCl, Cl. Yields the product CC(C)(C)c1ccc2c(c1)NCC2. Reaction SMILES: [C:1]([O:2][C:3](=[O:4])[N:8]1[CH2:9][CH2:10][c:11]2[cH:12][cH:13][c:14]([C:17]([CH3:18])([CH3:19])[CH3:20])[cH:15][c:16]21)([CH3:5])([CH3:6])[CH3:7].[Cl:22][CH2:23][Cl:24].[ClH:21]>>[NH:8]1[CH2:9][CH2:10][c:11]2[cH:12][cH:13][c:14]([C:17]([CH3:18])([CH3:19])[CH3:20])[cH:15][c:16]21.